Task: describe an organic reaction: reactants, conditions, products, and yield. Dataset: the Open Reaction Database (ORD), a public repository of structured organic reaction records Reactants: ClC1=CC(=NC=2N1N=C(C2)C2=C(C=CC=C2)Cl)C (7-chloro-2-(2-chlorophenyl)-5-methylpyrazolo[1,5-a]pyrimidine), IN1C(CCC1=O)=O (N-iodosuccinimide). The solvent is C(Cl)Cl.C(Cl)(Cl)Cl (methylene chloride chloroform). Run at time 1.5 hour. Yields the product ClC1=CC(=NC=2N1N=C(C2I)C2=C(C=CC=C2)Cl)C (7-Chloro-2-(2-chlorophenyl)-3-iodo-5-methylpyrazolo[1,5-a]pyrimidine). RXN SMILES: [Cl:1][C:2]1[N:7]2[N:8]=[C:9]([C:11]3[CH:16]=[CH:15][CH:14]=[CH:13][C:12]=3[Cl:17])[CH:10]=[C:6]2[N:5]=[C:4]([CH3:18])[CH:3]=1.[I:19]N1C(=O)CCC1=O>C(Cl)Cl.C(Cl)(Cl)Cl>[Cl:1][C:2]1[N:7]2[N:8]=[C:9]([C:11]3[CH:16]=[CH:15][CH:14]=[CH:13][C:12]=3[Cl:17])[C:10]([I:19])=[C:6]2[N:5]=[C:4]([CH3:18])[CH:3]=1 |f:2.3|. Reported procedure: To a solution of 7-chloro-2-(2-chlorophenyl)-5-methylpyrazolo[1,5-a]pyrimidine (I-1A-3g; 370 mg, 1.33 mmol) in 5:1 methylene chloride/chloroform (9 ml) cooled in an ice bath was added N-iodosuccinimide (449 mg, 2.0 mmol), portionwise, to give a heterogeneous mixture. After 1.5 hours, the ice bath was removed and the reaction was stirred an additional 2.5 hours to give a homogenous, pink solution. The reaction was extracted from aqueous NaHCO3 with methylene chloride. The combined extracts were w... Reaction conditions: temperature 20 celsius. Product: C(C)OC(CC1=C(C(=O)OCC)C=CC=C1)=O (ethyl 2-[2-(ethyloxy)-2-oxoethyl]benzoate). Reactants: C1(=CC=CC=C1)C (toluene), C(CC=1C(C(=O)O)=CC=CC1)(=O)O (homophthalic acid), C(C)O (ethanol), S(O)(O)(=O)=O (sulphuric acid), C1(=CC=CC=C1)C (toluene). Procedure: A mixture of homophthalic acid [(2-carboxyphenyl)acetic acid] (5 g, 28 mmol), ethanol (23 ml), toluene (12 ml) and concentrated sulphuric acid (0.5 ml) was heated at reflux, using a Dean-Stark apparatus to remove water formed during the reaction, for 6 hrs and then overnight. The mixture was cooled to 20° C., diluted with toluene (˜50 ml) and washed with saturated aqueous sodium hydrogen carbonate solution (˜50 ml). The aqueous layer was separated and extracted with more toluene (˜50 ml) and the... RXN SMILES: [C:1]([OH:13])(=[O:12])[CH2:2][C:3]1[C:4](=[CH:8][CH:9]=[CH:10][CH:11]=1)[C:5]([OH:7])=[O:6].[CH2:14](O)[CH3:15].S(=O)(=O)(O)O.[C:22]1(C)C=CC=C[CH:23]=1>>[CH2:22]([O:12][C:1](=[O:13])[CH2:2][C:3]1[CH:11]=[CH:10][CH:9]=[CH:8][C:4]=1[C:5]([O:7][CH2:14][CH3:15])=[O:6])[CH3:23]. Reactants: [Si](C)(C)(C(C)(C)C)OCC(O)C1=CC=CC=C1 (2-(tert-butyldimethylsilanyloxy)-1-phenylethanol), O1CCCC=C1 (3,4-dihydro-2H pyran). Reagents/catalysts: O.C1(=CC=C(C=C1)S(=O)(=O)O)C (p-toluenesulfonic acid monohydrate). Solvent: ClCCl (dichloromethane). Run at time 12 hour. The product is C(C)(C)(C)[Si](OCC(OC1OCCCC1)C1=CC=CC=C1)(C)C (tert-butyldimethyl[2-phenyl-2-(tetrahydropyran-2-yl-oxy)ethoxy]silane). Yield: 100.0%. RXN SMILES: [Si:1]([O:8][CH2:9][CH:10]([C:12]1[CH:17]=[CH:16][CH:15]=[CH:14][CH:13]=1)[OH:11])([C:4]([CH3:7])([CH3:6])[CH3:5])([CH3:3])[CH3:2].[O:18]1[CH:23]=[CH:22][CH2:21][CH2:20][CH2:19]1>ClCCl.O.C1(C)C=CC(S(O)(=O)=O)=CC=1>[C:4]([Si:1]([CH3:3])([CH3:2])[O:8][CH2:9][CH:10]([C:12]1[CH:13]=[CH:14][CH:15]=[CH:16][CH:17]=1)[O:11][CH:19]1[CH2:20][CH2:21][CH2:22][CH2:23][O:18]1)([CH3:7])([CH3:6])[CH3:5] |f:3.4|. Procedure: To a solution of 2-(tert-butyldimethylsilanyloxy)-1-phenylethanol (0.73 g, 2.9 mmol) and 3,4-dihydro-2H pyran (486 mg, 5.78 mmol) in dichloromethane (30 ml) was added p-toluenesulfonic acid monohydrate (50 mg). The mixture was stirred at room temperature for 12 hours and the solvent was evaporated under reduced pressure. The residue was purified by silica gel column chromatography (eluent; hexane/ethyl acetate=3/1) to give tert-butyldimethyl[2-phenyl-2-(tetrahydropyran-2-yl-oxy)ethoxy]silane (0.... Starting materials: C(#N)C1=CC=C(C=C1)C(C=CC1=CC=C(C=C1)F)=O (1-(4-cyanophenyl)-3-(4-fluorophenyl)prop-2-en-1-one). Reagents/catalysts: C(C)O (ethanol). Product: C(#N)C1=CC=C(C=C1)C(CCC1=CC=C(C=C1)F)=O (1-(4-cyanophenyl)-3-(4-fluorophenyl)-1-propanone). RXN SMILES: [C:1]([C:3]1[CH:8]=[CH:7][C:6]([C:9](=[O:19])[CH:10]=[CH:11][C:12]2[CH:17]=[CH:16][C:15]([F:18])=[CH:14][CH:13]=2)=[CH:5][CH:4]=1)#[N:2]>C(O)C>[C:1]([C:3]1[CH:4]=[CH:5][C:6]([C:9](=[O:19])[CH2:10][CH2:11][C:12]2[CH:13]=[CH:14][C:15]([F:18])=[CH:16][CH:17]=2)=[CH:7][CH:8]=1)#[N:2]. Procedure details: 1-(4-cyanophenyl)-3-(4-fluorophenyl)prop-2-en-1-one is hydrogenated in ethanol using 5% Pd-C as a catalyst. The product is CC=1C2=C(C(=NC1)N1CCN(CC1)CC[C@@H]1CC[C@H](CC1)NC(CC1CCOCC1)=O)CCO2 (trans-N-(4-{2-[4-(7-Methyl-2,3-dihydro-furo[3,2-c]pyridin-4-yl)-piperazin-1-yl]-ethyl}-cyclohexyl)-2-(tetrahydro-pyran-4-yl)-acetamide). Reported procedure: The title compound, white solid (52 mg, 74%), MS (ISP) m/z=471.6 [(M+H)+], mp 199° C., was prepared in accordance with the general method of example 32 from trans-4-{2-[4-(7-methyl-2,3-dihydro-furo[3,2-c]pyridin-4-yl)-piperazin-1-yl]-ethyl}-cyclohexylamine trihydrochloride (intermediate G) (68.1 mg, 0.15 mmol) and tetrahydropyran-4-yl-acetic acid. Reactants: solid, Cl.Cl.Cl.CC=1C2=C(C(=NC1)N1CCN(CC1)CC[C@@H]1CC[C@H](CC1)N)CCO2 (trans-4-{2-[4-(7-methyl-2,3-dihydro-furo[3,2-c]pyridin-4-yl)-piperazin-1-yl]-ethyl}-cyclohexylamine trihydrochloride), Cl.Cl.Cl.CC=1C2=C(C(=NC1)N1CCN(CC1)CC[C@@H]1CC[C@H](CC1)N)CCO2 (trans-4-{2-[4-(7-methyl-2,3-dihydro-furo[3,2-c]pyridin-4-yl)-piperazin-1-yl]-ethyl}-cyclohexylamine trihydrochloride), O1CCC(CC1)CC(=O)O (tetrahydropyran-4-yl-acetic acid). As a reaction SMILES: Cl.Cl.Cl.[CH3:4][C:5]1[C:6]2[O:28][CH2:27][CH2:26][C:7]=2[C:8]([N:11]2[CH2:16][CH2:15][N:14]([CH2:17][CH2:18][C@H:19]3[CH2:24][CH2:23][C@H:22]([NH2:25])[CH2:21][CH2:20]3)[CH2:13][CH2:12]2)=[N:9][CH:10]=1.[O:29]1[CH2:34][CH2:33][CH:32]([CH2:35][C:36](O)=[O:37])[CH2:31][CH2:30]1>>[CH3:4][C:5]1[C:6]2[O:28][CH2:27][CH2:26][C:7]=2[C:8]([N:11]2[CH2:12][CH2:13][N:14]([CH2:17][CH2:18][C@H:19]3[CH2:20][CH2:21][C@H:22]([NH:25][C:36](=[O:37])[CH2:35][CH:32]4[CH2:33][CH2:34][O:29][CH2:30][CH2:31]4)[CH2:23][CH2:24]3)[CH2:15][CH2:16]2)=[N:9][CH:10]=1 |f:0.1.2.3|. The product is C(C)(C)(C)N(C[Si](C)(C)C)COC (N-tert-butyl-N-(methoxymethyl)-N-(trimethylsilylmethyl)amine). As a reaction SMILES: [C:1]([NH:5][CH2:6][Si:7]([CH3:10])([CH3:9])[CH3:8])([CH3:4])([CH3:3])[CH3:2].[CH2:11]=O.CO.[C:15](=[O:18])([O-])[O-].[K+].[K+]>O>[C:1]([N:5]([CH2:11][O:18][CH3:15])[CH2:6][Si:7]([CH3:10])([CH3:9])[CH3:8])([CH3:4])([CH3:3])[CH3:2] |f:3.4.5|. Starting materials: C(C)(C)(C)NC[Si](C)(C)C (N-tert-butyl-N-(trimethylsilylmethyl)amine), C=O (formaldehyde), C([O-])([O-])=O.[K+].[K+] (potassium carbonate), CO (methanol). Procedure: N-tert-Butyl-N-(trimethylsilylmethyl)amine 77 (8.47 g, 53.1 mmol) was added dropwise, over approximately 30 min, via a pressure equalizing addition funnel to a stirred solution of aqueous formaldehyde (5.98 mL of a 37 wt. % solution in water, 79.7 mmol) at 0° C. After 45 min, methanol (6.45 mL, 159.3 mmol) was added and the resulting solution was saturated with potassium carbonate. After stirring vigorously for approximately 5 h, the aqueous phase was removed. The organic phase was saturated wit... Run in O (water). Reaction conditions: time 45 minute. The reactants are BrC1=CC=C(C(=N1)[N+](=O)[O-])O (6-Bromo-2-nitro-pyridin-3-ol), BrBr (Br2), OC=1C(=NC=CC1)[N+](=O)[O-] (3-hydroxy-2-nitropyridine), O([Na])C (NaOCH3). Run in CO (CH3OH), CO (CH3OH). Run at time 30 minute. The product is O=C1NC2=C(OC1)C=CC(=N2)C=O (3-Oxo-3,4-dihydro-2H-pyrido[3,2-b][1,4]oxazine-6-carbaldehyde). RXN SMILES: Br[C:2]1[N:7]=[C:6]([N+:8]([O-])=O)[C:5]([OH:11])=[CH:4][CH:3]=1.[OH:12][C:13]1[C:14]([N+]([O-])=O)=NC=CC=1.[O:22]([CH3:24])[Na].BrBr>CO>[O:12]=[C:13]1[CH2:14][O:11][C:5]2[CH:4]=[CH:3][C:2]([CH:24]=[O:22])=[N:7][C:6]=2[NH:8]1. Procedure details: 6-Bromo-2-nitro-pyridin-3-ol. To a solution of 3-hydroxy-2-nitropyridine (20 g, 140 mmol) in CH3OH (400 mL) was added a solution of 25% NaOCH3 in CH3OH (33.0 mL, 153 mmol). After stirring at RT for 30 min, the reaction mixture was cooled to 0° C. and Br2 (7.2 mL, 140 mmol) added slowly. The mixture was stirred for 30 min, and then was quenched with glacial acetic acid (2.5 mL). The solvent was removed under reduced pressure. A portion of the crude material was purified on SiO2 (50% EtOAc/hexanes... Yields the product COC1=CC=C(C=C1)C1NCCC=2C3=CC=CC=C3NC12 (1-(4-Methoxyphenyl)-2,3,4,9-tetrahydro-1H-β-carboline). Reactants: Intermediate 1, C(=O)(C(F)(F)F)O (TFA), NCCC1=CNC2=CC=CC=C12 (tryptamine), COC1=CC=C(C=O)C=C1 (4-methoxybenzaldehyde). As a reaction SMILES: [NH2:1][CH2:2][CH2:3][C:4]1[C:12]2[C:7](=[CH:8][CH:9]=[CH:10][CH:11]=2)[NH:6][CH:5]=1.[CH3:13][O:14][C:15]1[CH:22]=[CH:21][C:18]([CH:19]=O)=[CH:17][CH:16]=1.C(O)(C(F)(F)F)=O>>[CH3:13][O:14][C:15]1[CH:22]=[CH:21][C:18]([CH:19]2[C:5]3[NH:6][C:7]4[C:12](=[CH:11][CH:10]=[CH:9][CH:8]=4)[C:4]=3[CH2:3][CH2:2][NH:1]2)=[CH:17][CH:16]=1. Reported procedure: This product was prepared using the same procedure as for Intermediate 1 with tryptamine (15 g, 94.9 mmol), 4-methoxybenzaldehyde (12.9 g, 1.1 equiv.) and TFA (14.6 mL, 2 equiv.) to give the title compound (20.9 g, 80%) as a brownish powder. The yield is 79.2%. The reactants are Cl (hydrochloric acid), NCCC(=O)O (β-alanine), [OH-].[Na+] (sodium hydroxide), C1(CCCCC1)C(=O)Cl (cyclohexanecarbonyl chloride). Run in O (water). Conditions: time 5 hour. The product is C1(CCCCC1)C(=O)NCCC(=O)O (N-cyclohexylcarbonyl-β-alanine). Isolated yield 84.9%. RXN SMILES: [NH2:1][CH2:2][CH2:3][C:4]([OH:6])=[O:5].[OH-].[Na+].[CH:9]1([C:15](Cl)=[O:16])[CH2:14][CH2:13][CH2:12][CH2:11][CH2:10]1.Cl>O>[CH:9]1([C:15]([NH:1][CH2:2][CH2:3][C:4]([OH:6])=[O:5])=[O:16])[CH2:14][CH2:13][CH2:12][CH2:11][CH2:10]1 |f:1.2|. Procedure: Ten grams of β-alanine and 9 g of sodium hydroxide were dissolved in 100 mL of purified water, and 14.9 g of cyclohexanecarbonyl chloride were added dropwise under freezing conditions. After stirring for five hours, hydrochloric acid was added and the pH was adjusted to 2 or less. After extraction with 500 mL of ethyl acetate, the product was desiccated over magnesium sulfate, filtered, and concentrated under reduced pressure. The resulting residue was recrystallized with aqueous ethanol, and 17... The reactants are C(C1=CC=CC=C1)N1C(=NC2=C1C(N(C=1N2N=C(N1)CBr)CC)=O)C1CCCC1 (6-benzyl-2-bromomethyl-7-cyclopentyl-4-ethyl-imidazo[4.5-e]-s-triazolo[1.5-a]pyrimidin-5-one), [C-]#N.[K+] (KCN). Solvent: O (water), C(C)O (ethanol), O (water). Reaction conditions: time 30 minute. Product: C(C1=CC=CC=C1)N1C(=NC2=C1C(N(C=1N2N=C(N1)CC#N)CC)=O)C1CCCC1 (6-Benzyl-2-cyanomethyl-7-cyclopentyl-4-ethyl-im idazo[4.5-e]-s-triazolo[1.5-a]pyrimidin-5-one). Yield: 74.0%. Reaction SMILES: [CH2:1]([N:8]1[C:12]2[C:13](=[O:24])[N:14]([CH2:22][CH3:23])[C:15]3[N:16]([N:17]=[C:18]([CH2:20]Br)[N:19]=3)[C:11]=2[N:10]=[C:9]1[CH:25]1[CH2:29][CH2:28][CH2:27][CH2:26]1)[C:2]1[CH:7]=[CH:6][CH:5]=[CH:4][CH:3]=1.[C-:30]#[N:31].[K+]>O.C(O)C>[CH2:1]([N:8]1[C:12]2[C:13](=[O:24])[N:14]([CH2:22][CH3:23])[C:15]3[N:16]([N:17]=[C:18]([CH2:20][C:30]#[N:31])[N:19]=3)[C:11]=2[N:10]=[C:9]1[CH:25]1[CH2:29][CH2:28][CH2:27][CH2:26]1)[C:2]1[CH:7]=[CH:6][CH:5]=[CH:4][CH:3]=1 |f:1.2|. Reported procedure: 0.46 g of 6-benzyl-2-bromomethyl-7-cyclopentyl-4-ethyl-imidazo[4.5-e]-s-triazolo[1.5-a]pyrimidin-5-one (for preparation see Synthesis example 1) are added to a solution of 0.72 g of KCN in 0.7 ml of water and 2.4 ml of ethanol heated to boiling. The mixture is boiled for a further 30 minutes until the reaction is complete. For working up the mixture is diluted with 10 ml of water and extracted with 15 ml of dichloromethane. The organic phase is separated off, washed with saturated sodium chlorid...